This data is from the Open Reaction Database (ORD), a public repository of structured organic reaction records. The task is: describe an organic reaction: reactants, conditions, products, and yield Reactants: O=C(F)CBr, C[Si](C)(C)OC(=O)C1CC(O[Si](C)(C)C)CN1[Si](C)(C)C, ClCCl. Product: C[Si](C)(C)OC(=O)C1CC(O[Si](C)(C)C)CN1C(=O)CBr. RXN SMILES: [Br:22][CH2:23][C:24](=[O:25])[F:26].[CH3:1][Si:2]([N:3]1[CH:4]([C:13](=[O:14])[O:15][Si:16]([CH3:17])([CH3:18])[CH3:19])[CH2:5][CH:6]([O:8][Si:9]([CH3:10])([CH3:11])[CH3:12])[CH2:7]1)([CH3:20])[CH3:21].[Cl:27][CH2:28][Cl:29]>>[N:3]1([C:24]([CH2:23][Br:22])=[O:25])[CH:4]([C:13](=[O:14])[O:15][Si:16]([CH3:17])([CH3:18])[CH3:19])[CH2:5][CH:6]([O:8][Si:9]([CH3:10])([CH3:11])[CH3:12])[CH2:7]1.